This data is from the Open Reaction Database (ORD), a public repository of structured organic reaction records. The task is: describe an organic reaction: reactants, conditions, products, and yield Reactants: COCCCn1cc(C)c2ccc(C(=O)N(CC3CN(C(=O)OC(C)(C)C)CC3C=O)C(C)C)cc21, NC1CC1, CC(Cl)Cl, ClCCl, [Na+], O=C([O-])O. Product: COCCCn1cc(C)c2ccc(C(=O)N(CC3CN(C(=O)OC(C)(C)C)CC3CNC3CC3)C(C)C)cc21. As a reaction SMILES: [C:1]([CH3:2])([CH3:3])([CH3:4])[O:5][C:6](=[O:7])[N:8]1[CH2:9][CH:10]([CH:35]=[O:36])[CH:11]([CH2:13][N:14]([C:15](=[O:16])[c:17]2[cH:18][cH:19][c:20]3[c:21]([CH3:31])[cH:22][n:23]([CH2:26][CH2:27][CH2:28][O:29][CH3:30])[c:24]3[cH:25]2)[CH:32]([CH3:33])[CH3:34])[CH2:12]1.[CH:37]1([NH2:40])[CH2:38][CH2:39]1.[Cl:46][CH:47]([Cl:48])[CH3:49].[Cl:50][CH2:51][Cl:52].[Na+:45].[O-:41][C:42]([OH:43])=[O:44]>>[C:1]([CH3:2])([CH3:3])([CH3:4])[O:5][C:6](=[O:7])[N:8]1[CH2:9][CH:10]([CH2:35][NH:40][CH:37]2[CH2:38][CH2:39]2)[CH:11]([CH2:13][N:14]([C:15](=[O:16])[c:17]2[cH:18][cH:19][c:20]3[c:21]([CH3:31])[cH:22][n:23]([CH2:26][CH2:27][CH2:28][O:29][CH3:30])[c:24]3[cH:25]2)[CH:32]([CH3:33])[CH3:34])[CH2:12]1. Reactants: [Br-], CC[Mg+], C1COCCO1, Cl, [Cu]I, C1CCOC1, CC(C)(O)c1cc(C=C(C#N)C#N)no1. Yields the product CCC(c1cc(C(C)(C)O)on1)C(C#N)C#N. As a reaction SMILES: [Br-:16].[CH2:17]([CH3:18])[Mg+:19].[CH2:21]1[O:22][CH2:23][CH2:24][O:25][CH2:26]1.[ClH:20].[Cu:32][I:33].[O:27]1[CH2:28][CH2:29][CH2:30][CH2:31]1.[OH:1][C:2]([CH3:3])([CH3:4])[c:5]1[cH:6][c:7]([CH:10]=[C:11]([C:12]#[N:13])[C:14]#[N:15])[n:8][o:9]1>>[OH:1][C:2]([CH3:3])([CH3:4])[c:5]1[cH:6][c:7]([CH:10]([CH:11]([C:12]#[N:13])[C:14]#[N:15])[CH2:17][CH3:18])[n:8][o:9]1. Reactants: C(C)(C)(C)OC(N(CC#C)CC1=CC2=C(OC3=C1C=CC=C3)C=CC=C2)=O (dibenz[b,f]oxepin-10-ylmethyl-prop-2-ynyl-carbamic acid tert-butyl ester), CS(=O)(=O)O (methanesulfonic acid), ClCCl (dichloromethane), [OH-].[Na+] (sodium hydroxide). Solvent: O1CCOCC1 (dioxane). Conditions: time 1 hour. Product: Cl.C1=CC=CC=2OC3=C(C(=CC21)CNCC#C)C=CC=C3 (N-(dibenz[b,f]oxepin-10-ylmethyl)-N-prop-2-ynylamine hydrochloride). The yield is 42.0%. RXN SMILES: C(OC(=O)[N:7]([CH2:11][C:12]1[C:18]2[CH:19]=[CH:20][CH:21]=[CH:22][C:17]=2[O:16][C:15]2[CH:23]=[CH:24][CH:25]=[CH:26][C:14]=2[CH:13]=1)[CH2:8][C:9]#[CH:10])(C)(C)C.CS(O)(=O)=O.[OH-].[Na+].[Cl:35]CCl>O1CCOCC1>[ClH:35].[CH:26]1[C:14]2[CH:13]=[C:12]([CH2:11][NH:7][CH2:8][C:9]#[CH:10])[C:18]3[CH:19]=[CH:20][CH:21]=[CH:22][C:17]=3[O:16][C:15]=2[CH:23]=[CH:24][CH:25]=1 |f:2.3,6.7|. Reported procedure: A mixture of 1.1 g (3.044 mmol) of N-(dibenz[b,f]oxepin-10-ylmethyl-prop-2-ynyl-carbamic acid tert-butyl ester and 1.45 ml of methanesulfonic acid in 1 ml of dioxane and 9 ml of dichloromethane is stirred for 1hour at room temperature, 2N sodium hydroxide solution is added and the mixture is extracted 2× with dichloromethane. The organic phase is concentrated using a rotary evaporator, taken up in ethyl acetate and extracted 3× with 1N hydrochloric acid, and the aqueous phase is rendered basic w... Reactants: C(C1=CC=CC=C1)OC(=O)N1[C@@H](CCC1)CC(=O)O ((S)-2-carboxymethyl-pyrrolidine-1-carboxylic acid benzyl ester), BrCC(=O)C1=CC=CC=C1 (2-bromoacetophenone). Yields the product C(C1=CC=CC=C1)OC(=O)N1[C@@H](CCC1)CC(=O)OCC(C1=CC=CC=C1)=O ((S)-2-(2-Oxo-2-phenyl-ethoxycarbonylmethyl)-pyrrolidine-1-carboxylic acid benzyl ester). Isolated yield 48.3%. As a reaction SMILES: [CH2:1]([O:8][C:9]([N:11]1[CH2:15][CH2:14][CH2:13][C@H:12]1[CH2:16][C:17]([OH:19])=[O:18])=[O:10])[C:2]1[CH:7]=[CH:6][CH:5]=[CH:4][CH:3]=1.Br[CH2:21][C:22]([C:24]1[CH:29]=[CH:28][CH:27]=[CH:26][CH:25]=1)=[O:23]>>[CH2:1]([O:8][C:9]([N:11]1[CH2:15][CH2:14][CH2:13][C@H:12]1[CH2:16][C:17]([O:19][CH2:21][C:22](=[O:23])[C:24]1[CH:29]=[CH:28][CH:27]=[CH:26][CH:25]=1)=[O:18])=[O:10])[C:2]1[CH:3]=[CH:4][CH:5]=[CH:6][CH:7]=1. Procedure details: The title compound (0.700 g) was prepared from (S)-2-carboxymethyl-pyrrolidine-1-carboxylic acid benzyl ester (1.00 g, Aoyama et al, Chem. Pharm. Bull., 3249, 29,11,1981) and 2-bromoacetophenone (0.760 g) according to the method of description 36.